This data is from the Open Reaction Database (ORD), a public repository of structured organic reaction records. The task is: describe an organic reaction: reactants, conditions, products, and yield The reactants are BrC=1C=CC=C2C(=CC(=NC12)C)N1CCC2(OCCO2)CC1 (8-bromo-4-(1,4-dioxa-8-azaspiro [4.5]dec-8-yl)-2-methylquinoline), O (water), ClC1=C(C=CC(=C1)Cl)OB(O)O (2,4-dichlorophenylboric acid), C([O-])([O-])=O.[Na+].[Na+] (sodium carbonate). The reagents and catalysts are [Pd].C1(=CC=CC=C1)P(C1=CC=CC=C1)C1=CC=CC=C1.C1(=CC=CC=C1)P(C1=CC=CC=C1)C1=CC=CC=C1.C1(=CC=CC=C1)P(C1=CC=CC=C1)C1=CC=CC=C1.C1(=CC=CC=C1)P(C1=CC=CC=C1)C1=CC=CC=C1 (tetrakis-(triphenylphosphine) palladium). The solvent is C1(=CC=CC=C1)C (toluene), C(C)O (ethanol). The product is ClC1=C(C=CC(=C1)Cl)C=1C=CC=C2C(=CC(=NC12)C)N1CCC2(OCCO2)CC1 (8-(2,4-dichlorophenyl)-4-(1,4-dioxa-8-azaspiro[4.5]dec-8-yl)-2-methylquinoline). Yield: 87.1%. RXN SMILES: Br[C:2]1[CH:3]=[CH:4][CH:5]=[C:6]2[C:11]=1[N:10]=[C:9]([CH3:12])[CH:8]=[C:7]2[N:13]1[CH2:22][CH2:21][C:16]2([O:20][CH2:19][CH2:18][O:17]2)[CH2:15][CH2:14]1.[Cl:23][C:24]1[CH:29]=[C:28]([Cl:30])[CH:27]=[CH:26][C:25]=1OB(O)O.C(=O)([O-])[O-].[Na+].[Na+].O>[Pd].C1(P(C2C=CC=CC=2)C2C=CC=CC=2)C=CC=CC=1.C1(P(C2C=CC=CC=2)C2C=CC=CC=2)C=CC=CC=1.C1(P(C2C=CC=CC=2)C2C=CC=CC=2)C=CC=CC=1.C1(P(C2C=CC=CC=2)C2C=CC=CC=2)C=CC=CC=1.C(O)C.C1(C)C=CC=CC=1>[Cl:23][C:24]1[CH:29]=[C:28]([Cl:30])[CH:27]=[CH:26][C:25]=1[C:2]1[CH:3]=[CH:4][CH:5]=[C:6]2[C:11]=1[N:10]=[C:9]([CH3:12])[CH:8]=[C:7]2[N:13]1[CH2:22][CH2:21][C:16]2([O:17][CH2:18][CH2:19][O:20]2)[CH2:15][CH2:14]1 |f:2.3.4,6.7.8.9.10|. Procedure: Under a nitrogen atmosphere, 8-bromo-4-(1,4-dioxa-8-azaspiro [4.5]dec-8-yl)-2-methylquinoline (10.2 g), 2,4-dichlorophenylboric acid (6.0 g) and sodium carbonate (8.93 g) were suspended in a mixed solvent of deaerated water (24 mL), toluene (12 mL) and ethanol (12 mL), followed by adding thereto tetrakis-(triphenylphosphine) palladium (1.6 g), and the resulting mixture was heated under reflux for 16 hours. The reaction mixture was cooled to room temperature and separated with ethyl acetate and a... Starting materials: I.C12NCC(CC1C(=O)OC)CC2 (methyl 2-azabicyclo[2.2.2]octane-6-carboxylate hydroiodide), C1(=CC=CC=C1)S(=O)(=O)Cl (benzenesulfonyl chloride), raw material. Product: C1(=CC=CC=C1)S(=O)(=O)N1[C@H]2[C@@H](C[C@@H](C1)CC2)C(=O)O ((1R*,4S*,6R*)-2-(Phenylsulfonyl)-2-azabicyclo[2.2.2]octane-6-carboxylic Acid). RXN SMILES: I.[CH:2]12[CH2:13][CH2:12][CH:5]([CH2:6][CH:7]1[C:8]([O:10]C)=[O:9])[CH2:4][NH:3]2.[C:14]1([S:20](Cl)(=[O:22])=[O:21])[CH:19]=[CH:18][CH:17]=[CH:16][CH:15]=1>>[C:14]1([S:20]([N:3]2[CH2:4][C@H:5]3[CH2:12][CH2:13][C@@H:2]2[C@H:7]([C:8]([OH:10])=[O:9])[CH2:6]3)(=[O:22])=[O:21])[CH:19]=[CH:18][CH:17]=[CH:16][CH:15]=1 |f:0.1|. Reported procedure: The title compound was synthesized as in Production Example 1, using methyl 2-azabicyclo[2.2.2]octane-6-carboxylate hydroiodide and benzenesulfonyl chloride as the raw material.